The task is: describe an organic reaction: reactants, conditions, products, and yield. This data is from the Open Reaction Database (ORD), a public repository of structured organic reaction records. Reactants: BrC=1C(=C(N(C1)S(=O)(=O)C1=CC=C(C)C=C1)C=O)C (4-Bromo-3-methyl-2-formyl-N-tosylpyrrole), C(C)(=O)[O-].[K+] (potassium acetate), Cl.CN (methylamine hydrochloride), [Li+].[BH4-] (LiBH4), [N+](=O)([O-])C (nitromethane). The solvent is C(C)O (ethanol), C(C)(=O)O (acetic acid), O (water). Run at temperature -10 celsius, time 15 minute. The product is BrC=1C(=C(N(C1)S(=O)(=O)C1=CC=C(C)C=C1)CC[N+](=O)[O-])C (4-Bromo-3-methyl-2-(2-nitroethyl)-N-tosylpyrrole). As a reaction SMILES: [Br:1][C:2]1[C:3]([CH3:19])=[C:4]([CH:17]=O)[N:5]([S:7]([C:10]2[CH:16]=[CH:15][C:13]([CH3:14])=[CH:12][CH:11]=2)(=[O:9])=[O:8])[CH:6]=1.C([O-])(=O)C.[K+].Cl.CN.[N+:28]([CH3:31])([O-:30])=[O:29].[Li+].[BH4-]>C(O)C.O.C(O)(=O)C>[Br:1][C:2]1[C:3]([CH3:19])=[C:4]([CH2:17][CH2:31][N+:28]([O-:30])=[O:29])[N:5]([S:7]([C:10]2[CH:16]=[CH:15][C:13]([CH3:14])=[CH:12][CH:11]=2)(=[O:9])=[O:8])[CH:6]=1 |f:1.2,3.4,6.7|. Reported procedure: Following a general procedure,50 a stirred mixture of 3-Ts (7.73 g, 28.5 mmol) in the form of a finely ground powder, potassium acetate (2.24 g, 22.8 mmol), methylamine hydrochloride (1.54 g, 22.8 mmol), and acetic acid (0.1 mL) in absolute ethanol (10 mL) was treated with nitromethane (4.0 mL, 78 mmol). The mixture was stirred for 2 h, whereupon water was added (100 mL) and the resulting yellow precipitate was filtered by vacuum filtration. The solid filtered material was washed with water (200... Reactants: C([O-])([O-])=O.[K+].[K+] (Potassium carbonate), FC(C(=O)N=S(=O)(CC1=CC(=CC=C1)[N+](=O)[O-])C)(F)F ((rac)-2,2,2-trifluoro-N-[methyl(3-nitrobenzyl)oxido-λ6-sulfanylidene]acetamide). The solvent is CO (MeOH), C(C)(=O)OCC (ethyl acetate), [Cl-].[Na+] (sodium chloride). Conditions: time 1 hour. Yields the product CS(=O)(=N)CC1=CC(=CC=C1)[N+](=O)[O-] ((rac)-1-[(S-Methylsulfonimidoyl)methyl]-3-nitrobenzene). The yield is 79.0%. As a reaction SMILES: C(=O)([O-])[O-].[K+].[K+].FC(F)(F)C([N:11]=[S:12]([CH3:24])([CH2:14][C:15]1[CH:20]=[CH:19][CH:18]=[C:17]([N+:21]([O-:23])=[O:22])[CH:16]=1)=[O:13])=O>CO.C(OCC)(=O)C.[Cl-].[Na+]>[CH3:24][S:12]([CH2:14][C:15]1[CH:20]=[CH:19][CH:18]=[C:17]([N+:21]([O-:23])=[O:22])[CH:16]=1)(=[NH:11])=[O:13] |f:0.1.2,6.7|. Procedure details: Potassium carbonate (56.9 g; 411.8 mmol) was added to a solution of (rac)-2,2,2-trifluoro-N-[methyl(3-nitrobenzyl)oxido-λ6-sulfanylidene]acetamide (25.6 g; 82.4 mmol) in MeOH (1768 mL) at room temperature. The batch was stirred for 1 hour at room temperature before it was diluted with ethyl acetate and saturated aqueous sodium chloride solution. After extraction with ethyl acetate (2×) the combined organic phases were dried (sodium sulfate), filtered and concentrated to give the desired product ... Reactants: BrCC1=CC(=NC=C1I)Cl (4-bromomethyl-2-chloro-5-iodo-pyridine), ClC1=CC(=C(C=C1)NC(C)=O)C=C (N-(4-chloro-2-vinyl-phenyl)-acetamide), C(C)(=O)N1CC2=C(C=CC3=C1C=CC=C3)N=C(C(=C2)F)Cl (6-Acetyl-2-chloro-3-fluoro-5,6-dihydro-pyrido[3,2-c][1]benzazocine). The product is C(C)(=O)N1CC2=C(C=CC3=C1C=CC(=C3)Cl)C=NC(=C2)Cl (6-Acetyl-3,9-dichloro-5,6-dihydropyrido[4,3-c][1]benzazocine). Procedure details: The title compound was prepared from 25D and 9B in two steps by a route analogous to that used for the preparation of 1D. HPLC Rt=2.836 min; LCMS Found: (M+H)+=319. Reaction SMILES: Br[CH2:2][C:3]1[C:8](I)=[CH:7][N:6]=[C:5]([Cl:10])[CH:4]=1.[Cl:11][C:12]1[CH:17]=[CH:16][C:15]([NH:18][C:19](=[O:21])[CH3:20])=[C:14]([CH:22]=[CH2:23])[CH:13]=1.C(N1C2C=CC=CC=2C=CC2N=C(Cl)C(F)=CC=2C1)(=O)C>>[C:19]([N:18]1[C:15]2[CH:16]=[CH:17][C:12]([Cl:11])=[CH:13][C:14]=2[CH:22]=[CH:23][C:8]2[CH:7]=[N:6][C:5]([Cl:10])=[CH:4][C:3]=2[CH2:2]1)(=[O:21])[CH3:20]. Starting materials: [Li]CCCC, CCCCCC, CN(C)C=O, O, Cc1ccc(S(=O)(=O)NN=C2CCCCCCCC2)cc1. The product is O=CC1=CCCCCCCC1. As a reaction SMILES: [CH2:22]([Li:23])[CH2:24][CH2:25][CH3:26].[CH3:33][CH2:34][CH2:35][CH2:36][CH2:37][CH3:38].[O:27]=[CH:28][N:29]([CH3:30])[CH3:31].[OH2:32].[c:1]1([CH3:2])[cH:3][cH:4][c:5]([S:6]([NH:7][N:8]=[C:12]2[CH2:13][CH2:14][CH2:15][CH2:16][CH2:17][CH2:18][CH2:19][CH2:20]2)(=[O:9])=[O:10])[cH:11][cH:21]1>>[C:12]1([CH:28]=[O:27])=[CH:20][CH2:19][CH2:18][CH2:17][CH2:16][CH2:15][CH2:14][CH2:13]1. Starting materials: C(C)(C)N1C(C(=CC2=C(C=CC=C12)C)C(=O)NCC1CCN(CC1)C(=O)OC(C)(C)C)=O (tert-Butyl 4-({[(1-isopropyl-5-methyl-2-oxo-1,2-dihydroquinolin-3-yl)carbonyl]amino}methyl)piperidine-1-carboxylate). The solvent is Cl (hydrogen chloride), CO (methanol). Product: C(C)(C)N1C(C(=CC2=C(C=CC=C12)C)C(=O)NCC1CCNCC1)=O (1-Isopropyl-5-methyl-2-oxo-N-(piperidin-4-ylmethyl)-1,2-dihydroquinoline-3-carboxamide), hydrochloride salt. As a reaction SMILES: [CH:1]([N:4]1[C:13]2[C:8](=[C:9]([CH3:14])[CH:10]=[CH:11][CH:12]=2)[CH:7]=[C:6]([C:15]([NH:17][CH2:18][CH:19]2[CH2:24][CH2:23][N:22](C(OC(C)(C)C)=O)[CH2:21][CH2:20]2)=[O:16])[C:5]1=[O:32])([CH3:3])[CH3:2]>Cl.CO>[CH:1]([N:4]1[C:13]2[C:8](=[C:9]([CH3:14])[CH:10]=[CH:11][CH:12]=2)[CH:7]=[C:6]([C:15]([NH:17][CH2:18][CH:19]2[CH2:24][CH2:23][NH:22][CH2:21][CH2:20]2)=[O:16])[C:5]1=[O:32])([CH3:3])[CH3:2]. Procedure details: A solution of tert-butyl 4-({[(1-isopropyl-5-methyl-2-oxo-1,2-dihydroquinolin-3-yl)carbonyl]amino}methyl)piperidine-1-carboxylate (15.0 g, 32.6 mmol, step 3) in 10% hydrogen chloride in methanol was stirred at room temperature for 12 h. Then, the solvent was removed in vacuo to give the title compound as hydrochloride salt. This salt was poured onto saturated aqueous sodium hydrogen carbonate solution (500 mL), and the aqueous layer was extracted with dichloromethane (500 mL×5). The combined org... The reactants are FC(C(C(F)(F)F)C(C(C)(F)F)(F)F)(F)F (2-trifluoromethyl-1,1,1,3,3,4,4-heptafluoropentane), CC(C(CC)=O)=O (2,3-pentanedione). Product: FC(C)(C(CC)(F)F)F (2,2,3,3-tetrafluoropentane). Reaction SMILES: F[C:2](F)(F)[CH:3]([C:8]([F:14])([F:13])[C:9]([F:12])([F:11])[CH3:10])C(F)(F)F.CC(=O)C(=O)CC>>[F:11][C:9]([F:12])([C:8]([F:14])([F:13])[CH2:3][CH3:2])[CH3:10]. Procedure: As another example, 2-trifluoromethyl-1,1,1,3,3,4,4-heptafluoropentane may be prepared by fluorinating commercially available 2,3-pentanedione to form 2,2,3,3-tetrafluoropentane which may then be dehydrogenated to form 3,3,4,4-tetrafluoro-1-pentene. CF3 may then be added to the 3,3,4,4-tetrafluoro-1-pentene to form 2-trifluoromethyl-1,3,3,4,4-pentafluoropentane which may then be dehydrogenated to form 2-trifluoromethyl-1,3,3,4,4-pentafluoro-1-pentene. The 2-trifluoromethyl-1,3,3,4,4-pentafluoro-... Reactants: N1CCCC1 (pyrrolidine), CCCC1=C(C=CC(=C1O)C(=O)C)O (2,4-dihydroxy-3-propylacetophenone), N1CCCC1 (pyrrolidine), C(CCC(=O)C)(=O)OCC (ethyl levulinate). Solvent: C1(=CC=CC=C1)C (toluene). Yields the product OC1=C(C2=C(C(CC(O2)(C)CCC(=O)OCC)=O)C=C1)CCC (ethyl 3-(3,4-dihydro-7-hydroxy-2-methyl-4-oxo-8-propyl-2H-1-benzopyran-2-yl)propanoate). Reaction SMILES: [CH3:1][CH2:2][CH2:3][C:4]1[C:9]([OH:10])=[C:8]([C:11]([CH3:13])=[O:12])[CH:7]=[CH:6][C:5]=1[OH:14].N1CCCC1.[C:20]([O:27][CH2:28][CH3:29])(=[O:26])[CH2:21][CH2:22][C:23]([CH3:25])=O>C1(C)C=CC=CC=1>[OH:14][C:5]1[CH:6]=[CH:7][C:8]2[C:11](=[O:12])[CH2:13][C:23]([CH2:22][CH2:21][C:20]([O:27][CH2:28][CH3:29])=[O:26])([CH3:25])[O:10][C:9]=2[C:4]=1[CH2:3][CH2:2][CH3:1]. Procedure details: A solution of 58.0 g (0.299 mole) of 2,4-dihydroxy-3-propylacetophenone and 29.5 ml (0.36 mole) of pyrrolidine in 250 ml of toluene was heated to reflux for three hours under a Dean-Stark trap. After cooling the mixture, 68.2 ml (0.48 mole) of ethyl levulinate was added and the mixture was refluxed for two hours. An additional 10 ml (0.12 mole) of pyrrolidine was added and the mixture was refluxed overnight under a Dean-Stark trap. Reactants: BrC1=NNC=2C(=CC3=C(C12)CN(C([C@@H](C3)CC(=O)OC)=O)CC(F)(F)F)Br ((S)-Methyl 2-(1,4-dibromo-8-oxo-9-(2,2,2-trifluoroethyl)-3,6,7,8,9,10-hexahydroazepino[3,4-e]indazol-7-yl)acetate), Cl (hydrochloric acid), O (Water), O.[OH-].[Li+] (lithium hydroxide hydrate). The solvent is CO (methanol), O1CCCC1 (tetrahydrofuran). Run at temperature 60 celsius, time 1.25 hour. Product: BrC1=NNC=2C(=CC3=C(C12)CN(C([C@@H](C3)CC(=O)O)=O)CC(F)(F)F)Br ((S)-2-(1,4-dibromo-8-oxo-9-(2,2,2-trifluoroethyl)-3,6,7,8,9,10-hexahydroazepino[3,4-e]indazol-7-yl)acetic acid). Isolated yield 96.0%. Reaction SMILES: [Br:1][C:2]1[C:10]2[C:9]3[CH2:11][N:12]([CH2:22][C:23]([F:26])([F:25])[F:24])[C:13](=[O:21])[C@H:14]([CH2:16][C:17]([O:19]C)=[O:18])[CH2:15][C:8]=3[CH:7]=[C:6]([Br:27])[C:5]=2[NH:4][N:3]=1.O.O.[OH-].[Li+].Cl>CO.O1CCCC1>[Br:1][C:2]1[C:10]2[C:9]3[CH2:11][N:12]([CH2:22][C:23]([F:24])([F:25])[F:26])[C:13](=[O:21])[C@H:14]([CH2:16][C:17]([OH:19])=[O:18])[CH2:15][C:8]=3[CH:7]=[C:6]([Br:27])[C:5]=2[NH:4][N:3]=1 |f:2.3.4|. Procedure details: (S)-Methyl 2-(1,4-dibromo-8-oxo-9-(2,2,2-trifluoroethyl)-3,6,7,8,9,10-hexahydroazepino[3,4-e]indazol-7-yl)acetate (220 mg, 0.429 mmol) was dissolved in a mixture of methanol (5.0 mL) and tetrahydrofuran (5.0 mL). Water (5.0 mL) was added to the mixture followed by lithium hydroxide hydrate (66.0 mg, 1.573 mmol). Reaction was warmed to 60° C. and held with stirring for 1.25 hours. Mixture was cooled to room temperature and then neutralized with 1.6 mL 1N hydrochloric acid. Mixture was concentrate...